From a dataset of the Open Reaction Database (ORD), a public repository of structured organic reaction records. describe an organic reaction: reactants, conditions, products, and yield The reactants are NC1=C(C(=O)NCC(=O)N[C@H]2CNCC2)C=C(C=C1)C(F)(F)F ((R)-3-[{N-(2-amino-5-(trifluoromethyl)benzoyl)glycyl}amino]pyrrolidine), C(=C)C1=CC=C(CCl)C=C1 (4-vinylbenzyl chloride), C(C)#N (acetonitrile). Solvent: C(Cl)(Cl)Cl (chloroform). Conditions: temperature 50 celsius, time 12 hour. Product: NC1=C(C(=O)NCC(=O)N[C@H]2CN(CC2)CC2=CC=C(C=C2)C=C)C=C(C=C1)C(F)(F)F ((R)-3-[{N-(2-amino-5-(trifluoromethyl)benzoyl)glycyl}amino]-1-(4-vinylbenzyl)pyrrolidine). RXN SMILES: [NH2:1][C:2]1[CH:19]=[CH:18][C:17]([C:20]([F:23])([F:22])[F:21])=[CH:16][C:3]=1[C:4]([NH:6][CH2:7][C:8]([NH:10][C@@H:11]1[CH2:15][CH2:14][NH:13][CH2:12]1)=[O:9])=[O:5].[CH:24]([C:26]1[CH:33]=[CH:32][C:29]([CH2:30]Cl)=[CH:28][CH:27]=1)=[CH2:25].C(#N)C>C(Cl)(Cl)Cl>[NH2:1][C:2]1[CH:19]=[CH:18][C:17]([C:20]([F:23])([F:21])[F:22])=[CH:16][C:3]=1[C:4]([NH:6][CH2:7][C:8]([NH:10][C@@H:11]1[CH2:15][CH2:14][N:13]([CH2:30][C:29]2[CH:32]=[CH:33][C:26]([CH:24]=[CH2:25])=[CH:27][CH:28]=2)[CH2:12]1)=[O:9])=[O:5]. Reported procedure: A mixture of (R)-3-[{N-(2-amino-5-(trifluoromethyl)benzoyl)glycyl}amino]pyrrolidine (0.050 mmol), 4-vinylbenzyl chloride (9.9mg, 0.065 mmol), piperidinomethylpolystyrene (60 mg), acetonitrile (1.0 mL) and chloroform (0.30 mL) was stirred at 50° C. for 12 h. The reaction mixture was cooled, loaded onto Varian™ SCX column and washed with CH3OH (15 mL). Product was eluted using 2 N NH3 in CH3OH (5 mL) and concentrated to afford (R)-3-[{N-(2-amino-5-(trifluoromethyl)benzoyl)glycyl}amino]-1-(4-vinylb... Reported procedure: Various Pseudomonas strains were grown on 10 mM adipontrile in PR Basal medium for 24 h and harvested by centrifugation. Wet cell pastes were frozen for storage. To test for biocatalyst reaction, 50 mg of frozen cell paste was resuspended in 1 mL of 50 mM pyrophosphate buffer, pH 7.5. Adiponitrile substrate was added to a final concentration of 100 mM and the cell suspensions were shaken at 200 rpm at 5° C. for 4-7 h. Cells were removed by centrifugation and the clarified supernatant was analyze... As a reaction SMILES: [C:1](#[N:8])[CH2:2][CH2:3][CH2:4][CH2:5][C:6]#[N:7].[O-:9]P(OP([O-])([O-])=O)(=O)[O-]>>[C:6]([CH2:5][CH2:4][CH2:3][CH2:2][C:1]([NH2:8])=[O:9])#[N:7]. Starting materials: C(CCCCC#N)#N (Adiponitrile), [O-]P([O-])(=O)OP(=O)([O-])[O-] (pyrophosphate). Run at temperature 5 celsius, time 24 hour. The product is C(#N)CCCCC(=O)N (5-cyanopentanamide). Reactants: CC(=O)O, COC(=O)C1CCC(NS(=O)(=O)c2ccc(Cl)c([N+](=O)[O-])c2)CC1, [Zn]. Yields the product COC(=O)C1CCC(NS(=O)(=O)c2ccc(Cl)c(N)c2)CC1. Reaction SMILES: [CH3:25][C:26](=[O:27])[OH:28].[Cl:1][c:2]1[c:3]([N+:22]([O-:23])=[O:24])[cH:4][c:5]([S:8](=[O:9])(=[O:10])[NH:11][CH:12]2[CH2:13][CH2:14][CH:15]([C:18](=[O:19])[O:20][CH3:21])[CH2:16][CH2:17]2)[cH:6][cH:7]1.[Zn:29]>>[Cl:1][c:2]1[c:3]([NH2:22])[cH:4][c:5]([S:8](=[O:9])(=[O:10])[NH:11][CH:12]2[CH2:13][CH2:14][CH:15]([C:18](=[O:19])[O:20][CH3:21])[CH2:16][CH2:17]2)[cH:6][cH:7]1. The reactants are C(C1=CC=CC=C1)Br (Benzyl bromide), CC=1N=CNC1C(=O)OCC (ethyl 4-methyl-1H-imidazole-5-carboxylate), [H-].[Na+] (sodium hydride), suspension, O (Water). The solvent is C1CCOC1 (THF). Conditions: time 30 minute. The product is C(C1=CC=CC=C1)N1C=NC(=C1C)C(=O)OCC (ethyl N-benzyl-5-methyl-1H-imidazole-4-carboxylate). Isolated yield 46.7%. As a reaction SMILES: [CH3:1][C:2]1[N:3]=[CH:4][NH:5][C:6]=1[C:7]([O:9][CH2:10][CH3:11])=[O:8].[H-].[Na+].[CH2:14](Br)[C:15]1[CH:20]=[CH:19][CH:18]=[CH:17][CH:16]=1.O>C1COCC1>[CH2:14]([N:3]1[C:2]([CH3:1])=[C:6]([C:7]([O:9][CH2:10][CH3:11])=[O:8])[N:5]=[CH:4]1)[C:15]1[CH:20]=[CH:19][CH:18]=[CH:17][CH:16]=1 |f:1.2|. Procedure: Part A: To a magnetically stirred suspension of ethyl 4-methyl-1H-imidazole-5-carboxylate (15.42 gram, 0.100 mol) in anhydrous THF was slowly added sodium hydride (NaH) (4.88 g of a 60% suspension, 0.120 mol) and the resulting mixture was stirred at room temperature for 30 minutes. Benzyl bromide (13.8 ml, 0.120 mol) was slowly added and the resulting mixture was reacted for 16 hours. Water was added to the mixture. The organic layer was separated from the water layer. The water layer was extrac... Reactants: CNC(=O)N1CCc2ccc(S(N)(=O)=O)cc2CC1, O=C=NC1CCCCC1. Yields the product CNC(=O)N1CCc2ccc(S(=O)(=O)NC(=O)NC3CCCCC3)cc2CC1. As a reaction SMILES: [CH3:1][NH:2][C:3](=[O:4])[N:5]1[CH2:6][CH2:7][c:8]2[c:9]([cH:12][cH:13][c:14]([S:16](=[O:17])(=[O:18])[NH2:19])[cH:15]2)[CH2:10][CH2:11]1.[CH:20]1([N:26]=[C:27]=[O:28])[CH2:21][CH2:22][CH2:23][CH2:24][CH2:25]1>>[CH3:1][NH:2][C:3](=[O:4])[N:5]1[CH2:6][CH2:7][c:8]2[c:9]([cH:12][cH:13][c:14]([S:16](=[O:17])(=[O:18])[NH:19][C:27]([NH:26][CH:20]3[CH2:21][CH2:22][CH2:23][CH2:24][CH2:25]3)=[O:28])[cH:15]2)[CH2:10][CH2:11]1. Reactants: [H-].[Na+] (sodium hydride), N1=CC=C(C2=CC=CC=C12)OCCO (2-(4-quinolyloxy)ethanol), COC(C(C1=CC=C(C=C1)O)=O)=O (4-hydroxy-alpha-oxobenzeneacetic acid methyl ester), S(C)(=O)(=O)[O-] (mesylate). The reagents and catalysts are C(C)(=O)O (acetic acid). Run in CN(C=O)C (dimethylformamide). Conditions: temperature 60 celsius, time 15 minute. Product: COC(C(C1=CC=C(C=C1)OCCOC1=CC=NC2=CC=CC=C12)=O)=O (alpha-oxo-4-[[2-(4-quinolyloxy)ethyl]oxy]benzeneacetic acid methyl ester). The yield is 56.9%. RXN SMILES: [CH3:1][O:2][C:3](=[O:13])[C:4](=[O:12])[C:5]1[CH:10]=[CH:9][C:8]([OH:11])=[CH:7][CH:6]=1.[H-].[Na+].S([O-])(=O)(=O)C.[N:21]1[C:30]2[C:25](=[CH:26][CH:27]=[CH:28][CH:29]=2)[C:24]([O:31][CH2:32][CH2:33]O)=[CH:23][CH:22]=1>CN(C)C=O.C(O)(=O)C>[CH3:1][O:2][C:3](=[O:13])[C:4](=[O:12])[C:5]1[CH:10]=[CH:9][C:8]([O:11][CH2:33][CH2:32][O:31][C:24]2[C:25]3[C:30](=[CH:29][CH:28]=[CH:27][CH:26]=3)[N:21]=[CH:22][CH:23]=2)=[CH:7][CH:6]=1 |f:1.2|. Reported procedure: A stirred mixture of 4-hydroxy-alpha-oxobenzeneacetic acid methyl ester (1.267 g) in dimethylformamide (10 mL) under argon was treated with 55% sodium hydride (0.305 g), stirred for 15 minutes and treated with the mesylate prepared from 1.135 g of 2-(4-quinolyloxy)ethanol. The mixture was heated under argon at 60° C. for 3 hours. The cooled mixture was treated with glacial acetic acid (2 drops) and the volatiles were removed under vacuum. The residue was mixed with dichloromethane and dilute col...